Dataset: the Open Reaction Database (ORD), a public repository of structured organic reaction records. Task: describe an organic reaction: reactants, conditions, products, and yield The reactants are COC(=O)c1ccc(CC(C=Cc2ccccc2O)CCCCC#N)cc1, CC(C)(C)c1ccc(CBr)cc1, O=C([O-])[O-], CC#N, [K+], [K+]. The product is COC(=O)c1ccc(CC(C=Cc2ccccc2OCc2ccc(C(C)(C)C)cc2)CCCCC#N)cc1. As a reaction SMILES: [C:1](#[N:2])[CH2:3][CH2:4][CH2:5][CH2:6][CH:7]([CH2:8][c:9]1[cH:10][cH:11][c:12]([C:13](=[O:14])[O:15][CH3:16])[cH:17][cH:18]1)[CH:19]=[CH:20][c:21]1[c:22]([OH:27])[cH:23][cH:24][cH:25][cH:26]1.[C:28]([CH3:29])([CH3:30])([CH3:31])[c:32]1[cH:33][cH:34][c:35]([CH2:36][Br:37])[cH:38][cH:39]1.[C:40](=[O:41])([O-:42])[O-:43].[CH3:46][C:47]#[N:48].[K+:44].[K+:45]>>[C:1](#[N:2])[CH2:3][CH2:4][CH2:5][CH2:6][CH:7]([CH2:8][c:9]1[cH:10][cH:11][c:12]([C:13](=[O:14])[O:15][CH3:16])[cH:17][cH:18]1)[CH:19]=[CH:20][c:21]1[c:22]([O:27][CH2:36][c:35]2[cH:34][cH:33][c:32]([C:28]([CH3:29])([CH3:30])[CH3:31])[cH:39][cH:38]2)[cH:23][cH:24][cH:25][cH:26]1. Starting materials: CC(C)(C)OC(=O)N1CCC(Nc2ccc([N+](=O)[O-])cn2)C1, CI, [H-], [Na+], C1CCOC1. Yields the product CN(c1ccc([N+](=O)[O-])cn1)C1CCN(C(=O)OC(C)(C)C)C1. As a reaction SMILES: [C:1]([CH3:2])([CH3:3])([CH3:4])[O:5][C:6](=[O:7])[N:8]1[CH2:9][CH:10]([NH:13][c:14]2[n:15][cH:16][c:17]([N+:20](=[O:21])[O-:22])[cH:18][cH:19]2)[CH2:11][CH2:12]1.[CH3:25][I:26].[H-:23].[Na+:24].[O:27]1[CH2:28][CH2:29][CH2:30][CH2:31]1>>[C:1]([CH3:2])([CH3:3])([CH3:4])[O:5][C:6](=[O:7])[N:8]1[CH2:9][CH:10]([N:13]([c:14]2[n:15][cH:16][c:17]([N+:20](=[O:21])[O-:22])[cH:18][cH:19]2)[CH3:25])[CH2:11][CH2:12]1. Reactants: B, CC(C)(C)OC(=O)N1CC=C(c2ccoc2)CC1, C1CCOC1, C1CCOC1. The product is CC(C)(C)OC(=O)N1CCC(c2ccoc2)C(O)C1. RXN SMILES: [BH3:24].[C:1]([CH3:2])([CH3:3])([CH3:4])[O:5][C:6](=[O:7])[N:8]1[CH2:9][CH2:10][C:11]([c:14]2[cH:15][o:16][cH:17][cH:18]2)=[CH:12][CH2:13]1.[CH2:25]1[O:26][CH2:27][CH2:28][CH2:29]1.[O:19]1[CH2:20][CH2:21][CH2:22][CH2:23]1>>[C:1]([CH3:2])([CH3:3])([CH3:4])[O:5][C:6](=[O:7])[N:8]1[CH2:9][CH2:10][CH:11]([c:14]2[cH:15][o:16][cH:17][cH:18]2)[CH:12]([OH:19])[CH2:13]1. Starting materials: Cc1cc(Br)ccc1N=C1NC(CC(C)C)CS1, CC(C)CBr. Product: Cc1cc(Br)ccc1N=C1SCC(CC(C)C)N1CC(C)C. Reaction SMILES: [Br:1][c:2]1[cH:3][c:4]([CH3:18])[c:5]([N:8]=[C:9]2[S:10][CH2:11][CH:12]([CH2:14][CH:15]([CH3:16])[CH3:17])[NH:13]2)[cH:6][cH:7]1.[CH2:19]([CH:20]([CH3:21])[CH3:22])[Br:23]>>[Br:1][c:2]1[cH:3][c:4]([CH3:18])[c:5]([N:8]=[C:9]2[S:10][CH2:11][CH:12]([CH2:14][CH:15]([CH3:16])[CH3:17])[N:13]2[CH2:19][CH:20]([CH3:21])[CH3:22])[cH:6][cH:7]1. The reactants are solution, C(C)C1=CC=NC=C1 (4-ethylpyridine), C(C)(C)NC(C)C (diisopropylamine), FC1=C(C=CC(=C1)F)C(CN1N=CN=C1)=O (1-(2,4-difluorophenyl)-2-(1H-1,2,4-triazol-1-yl)ethanone), CC(CC)[Li] (b-butyllithium). Reported procedure: A solution of lithium diisopropylamide was prepared as described in Example 1(i) from diisopropylamine (40.4 g) and b-butyllithium (160 ml of a 2.5M solution in hexane) in dry tetrahydrofuran (800 ml) under an atmosphere of dry nitrogen. To this solution at -70° was added 4-ethylpyridine (42.8 g), dropwise with stirring over 0.17 hour. The solution was stirred at -70° for 0.33 hour and then a solution of 1-(2,4-difluorophenyl)-2-(1H-1,2,4-triazol-1-yl)ethanone (89.2 g) in dry tetrahydrofuran (35... Run in O (water), O1CCCC1 (tetrahydrofuran), C(C)(=O)O (acetic acid), CCCCCC (hexane), O1CCCC1 (tetrahydrofuran). Product: C(C)(C)[N-]C(C)C.[Li+] (lithium diisopropylamide), FC1=C(C=CC(=C1)F)C(CN1N=CN=C1)(C(C)C1=CC=NC=C1)O (2-(2,4-Difluorophenyl)-3-(pyridin-4-yl)-1-(1H-1,2,4-triazol-1-yl)butan-2-ol). As a reaction SMILES: [CH:1]([NH:4][CH:5]([CH3:7])[CH3:6])([CH3:3])[CH3:2].CC([Li:12])CC.[CH2:13]([C:15]1[CH:20]=[CH:19][N:18]=[CH:17][CH:16]=1)[CH3:14].[F:21][C:22]1[CH:27]=[C:26]([F:28])[CH:25]=[CH:24][C:23]=1[C:29](=[O:36])[CH2:30][N:31]1[CH:35]=[N:34][CH:33]=[N:32]1>CCCCCC.O1CCCC1.O.C(O)(=O)C>[CH:1]([N-:4][CH:5]([CH3:7])[CH3:6])([CH3:3])[CH3:2].[Li+:12].[F:21][C:22]1[CH:27]=[C:26]([F:28])[CH:25]=[CH:24][C:23]=1[C:29]([OH:36])([CH:13]([C:15]1[CH:20]=[CH:19][N:18]=[CH:17][CH:16]=1)[CH3:14])[CH2:30][N:31]1[CH:35]=[N:34][CH:33]=[N:32]1 |f:8.9|. Run at time 0.17 hour. Starting materials: FC1=CC(=C(C(=O)OC)C=C1B1OC(C(O1)(C)C)(C)C)C (methyl 4-fluoro-2-methyl-5-(4,4,5,5-tetramethyl-1,3,2-dioxaborolan-2-yl)benzoate), BrCC(=O)C=1C=C(C(=O)OC)C=CC1F (methyl 3-(2-bromoacetyl)-4-fluorobenzoate), BrCC(=O)C=1C=C(C(=O)OC)C=CC1F (methyl 3-(2-bromoacetyl)-4-fluorobenzoate), FC1=CC(=C(C(=O)OC)C=C1I)C (methyl 4-fluoro-5-iodo-2-methylbenzoate). Product: FC1=C(C=C(C(=O)OC)C=C1)B1OC(C(O1)(C)C)(C)C (Methyl 4-fluoro-3-(4,4,5,5-tetramethyl-1,3,2-dioxaborolan-2-yl)benzoate). As a reaction SMILES: [F:1][C:2]1[C:11]([B:12]2[O:16][C:15]([CH3:18])([CH3:17])[C:14]([CH3:20])([CH3:19])[O:13]2)=[CH:10][C:5]([C:6]([O:8][CH3:9])=[O:7])=[C:4](C)[CH:3]=1.BrCC(C1C=C(C=CC=1F)C(OC)=O)=O.FC1C(I)=CC(C(OC)=O)=C(C)C=1>>[F:1][C:2]1[CH:3]=[CH:4][C:5]([C:6]([O:8][CH3:9])=[O:7])=[CH:10][C:11]=1[B:12]1[O:16][C:15]([CH3:18])([CH3:17])[C:14]([CH3:20])([CH3:19])[O:13]1. Procedure details: The title compound was prepared using standard chemical manipulations and procedures similar to those used for the preparation of compound 377.1, except methyl 4-fluoro-3-iodobenzoate (compound 132.1) was used instead of methyl 4-fluoro-5-iodo-2-methylbenzoate (compound 101.2). The reactants are CC(C)(C)OC(=O)NC1CCN(CCOS(C)(=O)=O)CC1, Cc1ccc2c(c1)NC(=O)CO2, COc1ccc2ccc(=O)n(CCN3CCC(NC(=O)OC(C)(C)C)CC3)c2c1, CO, ClCCl, [H-], [Na+]. The product is Cc1ccc2c(c1)N(CCN1CCC(NC(=O)OC(C)(C)C)CC1)C(=O)CO2. Reaction SMILES: [CH3:15][S:16]([O:17][CH2:20][CH2:21][N:22]1[CH2:23][CH2:24][CH:25]([NH:28][C:29](=[O:30])[O:31][C:32]([CH3:33])([CH3:34])[CH3:35])[CH2:26][CH2:27]1)(=[O:18])=[O:19].[CH3:1][c:2]1[cH:3][cH:4][c:5]2[c:6]([cH:12]1)[NH:7][C:8](=[O:11])[CH2:9][O:10]2.[CH3:36][O:37][c:38]1[cH:39][c:40]2[c:41]([cH:42][cH:43][c:44](=[O:45])[n:46]2[CH2:47][CH2:48][N:49]2[CH2:50][CH2:51][CH:52]([NH:53][C:54](=[O:55])[O:56][C:57]([CH3:58])([CH3:59])[CH3:60])[CH2:61][CH2:62]2)[cH:63][cH:64]1.[CH3:65][OH:66].[Cl:67][CH2:68][Cl:69].[H-:13].[Na+:14]>>[CH3:1][c:2]1[cH:3][cH:4][c:5]2[c:6]([cH:12]1)[N:7]([CH2:20][CH2:21][N:22]1[CH2:23][CH2:24][CH:25]([NH:28][C:29](=[O:30])[O:31][C:32]([CH3:33])([CH3:34])[CH3:35])[CH2:26][CH2:27]1)[C:8](=[O:11])[CH2:9][O:10]2.